From a dataset of the Open Reaction Database (ORD), a public repository of structured organic reaction records. describe an organic reaction: reactants, conditions, products, and yield Reactants: C1(=CC=C(C=C1)CC(C(=O)OCC1=CC=CC=C1)CC(=O)OC(C)(C)C)C1=CC=CC=C1 (1-Benzyl 4-tert-butyl 2-(biphenyl-4-ylmethyl)succinate). Solvent: CCOC(=O)C (EtOAc), [Pd] (Pd/C). Conditions: time 4 hour. Product: C1(=CC=C(C=C1)CC(C(=O)O)CC(=O)OC(C)(C)C)C1=CC=CC=C1 (2-(Biphenyl-4-ylmethyl)-4-tert-butoxy-4-oxobutanoic acid). Isolated yield 93.0%. Reaction SMILES: [C:1]1([C:27]2[CH:32]=[CH:31][CH:30]=[CH:29][CH:28]=2)[CH:6]=[CH:5][C:4]([CH2:7][CH:8]([CH2:19][C:20]([O:22][C:23]([CH3:26])([CH3:25])[CH3:24])=[O:21])[C:9]([O:11]CC2C=CC=CC=2)=[O:10])=[CH:3][CH:2]=1>CCOC(C)=O.[Pd]>[C:1]1([C:27]2[CH:28]=[CH:29][CH:30]=[CH:31][CH:32]=2)[CH:2]=[CH:3][C:4]([CH2:7][CH:8]([CH2:19][C:20]([O:22][C:23]([CH3:26])([CH3:25])[CH3:24])=[O:21])[C:9]([OH:11])=[O:10])=[CH:5][CH:6]=1. Procedure details: 1-Benzyl 4-tert-butyl 2-(biphenyl-4-ylmethyl)succinate (500 mg, 1.161 mmol) was dissolved in 10 mL of EtOAc and hydrogenated with 10% Pd/C at room temperature. After 4 hours of the hydrogenation, the mixture was concentrated under reduced pressure. The obtained residue was purified by flash chromatography (silica gel, 2 to 5% MeOH/DCM) and gave the title compound: 296 mg (yield: 93%). LCMS (condition G): 339.1 (M−1); retention time=0.70 min.